Dataset: the Open Reaction Database (ORD), a public repository of structured organic reaction records. Task: describe an organic reaction: reactants, conditions, products, and yield Starting materials: C(C)OC(C(C1=CC=CC=C1)C(=O)NC1=C(C=CC=C1C(C)C)C(C)C)=O (α-[[[2,6-bis(1-methylethyl)phenyl]amino]carbonyl]-benzene acetic acid ethyl ester), [OH-].[K+] (KOH). Run in C(C)O (ethanol). Product: CC(C)C1=C(C(=CC=C1)C(C)C)NC(=O)C(C(=O)O)C1=CC=CC=C1 (α-[[[2,6-bis(1-methylethyl)phenyl)amino]carbonyl]benzene acetic acid). Reaction SMILES: C([O:3][C:4](=[O:27])[CH:5]([C:12]([NH:14][C:15]1[C:20]([CH:21]([CH3:23])[CH3:22])=[CH:19][CH:18]=[CH:17][C:16]=1[CH:24]([CH3:26])[CH3:25])=[O:13])[C:6]1[CH:11]=[CH:10][CH:9]=[CH:8][CH:7]=1)C.[OH-].[K+]>C(O)C>[CH3:23][CH:21]([C:20]1[CH:19]=[CH:18][CH:17]=[C:16]([CH:24]([CH3:25])[CH3:26])[C:15]=1[NH:14][C:12]([CH:5]([C:6]1[CH:11]=[CH:10][CH:9]=[CH:8][CH:7]=1)[C:4]([OH:27])=[O:3])=[O:13])[CH3:22] |f:1.2|. Reported procedure: In a manner similar to Example 134, α-[[[2,6-bis(1-methylethyl)phenyl]amino]carbonyl]-benzene acetic acid ethyl ester was saponified with KOH in ethanol to give the title compound. Reactants: Ice water, C(C)OC1=CC(=[N+](C=C1)[O-])C=1OC(N(N1)C)=O (4-Ethoxy-2-(4-methyl-5-oxo-4,5-dihydro-1,3,4-oxadiazol-2-yl)pyridine1-oxide), C(C)OC1=CC(=NC=C1)C1=NN(C(O1)=O)C (5-(4-ethoxypyridin-2-yl)-3-methyl-1,3,4-oxadiazol-2(3H)-one), C1=CC(=CC(=C1)Cl)C(=O)OO (mCPBA), C([O-])(O)=O.[Na+] (sodium bicarbonate). Run in C(Cl)Cl (DCM). Yields the product ClC1=CC(=CC(=N1)C1=NN(C(O1)=O)C)OCC (5-(6-Chloro-4-ethoxypyridin-2-yl)-3-methyl-1,3,4-oxadiazol-2(3H)-one). Isolated yield 75.0%. RXN SMILES: [CH2:1]([O:3][C:4]1[CH:9]=[CH:8][N+:7]([O-])=[C:6]([C:11]2[O:12][C:13](=[O:17])[N:14]([CH3:16])[N:15]=2)[CH:5]=1)[CH3:2].C(OC1C=CN=C(C2OC(=O)N(C)N=2)C=1)C.C1C=C([Cl:40])C=C(C(OO)=O)C=1.C(=O)(O)[O-].[Na+]>C(Cl)Cl>[Cl:40][C:8]1[N:7]=[C:6]([C:11]2[O:12][C:13](=[O:17])[N:14]([CH3:16])[N:15]=2)[CH:5]=[C:4]([O:3][CH2:1][CH3:2])[CH:9]=1 |f:3.4|. Procedure: Step-4: 4-Ethoxy-2-(4-methyl-5-oxo-4,5-dihydro-1,3,4-oxadiazol-2-yl)pyridine1-oxide: A solution of 5-(4-ethoxypyridin-2-yl)-3-methyl-1,3,4-oxadiazol-2(3H)-one (200 mg, 0.90 mmol) and mCPBA (156 mg, 0.90 mmol) in DCM (5 mL) was stirred at RT for 48 h. Ice water (10 mL) was added to the above reaction mixture, basified with aqueous saturated sodium bicarbonate solution (5 mL) and extracted with ethylacetate (3×10 mL). The combined organic layers were washed with brine (10 mL), dried (Na2SO4) and f... Starting materials: [BH4-], COc1cc(C=O)cc(OC)c1OC, [Na+], C1CCOC1, O. The product is COc1cc(CO)cc(OC)c1OC. As a reaction SMILES: [BH4-:1].[CH3:3][O:4][c:5]1[cH:6][c:7]([CH:8]=[O:9])[cH:10][c:11]([O:15][CH3:16])[c:12]1[O:13][CH3:14].[Na+:2].[O:18]1[CH2:19][CH2:20][CH2:21][CH2:22]1.[OH2:17]>>[CH3:3][O:4][c:5]1[cH:6][c:7]([CH2:8][OH:9])[cH:10][c:11]([O:15][CH3:16])[c:12]1[O:13][CH3:14]. Starting materials: O=C([O-])O, C1CCOC1, CC1(C)OCc2nc(CONC(=O)C3c4ccccc4C(=O)N(C4CCCCC4NS(C)(=O)=O)C3c3ccc(Cl)cc3Cl)ccc2O1, Cl, [Na+]. Yields the product CS(=O)(=O)NC1CCCCC1N1C(=O)c2ccccc2C(C(=O)NOCc2ccc(O)c(CO)n2)C1c1ccc(Cl)cc1Cl. As a reaction SMILES: [C:49](=[O:50])([O-:51])[OH:52].[CH2:54]1[O:55][CH2:56][CH2:57][CH2:58]1.[Cl:1][c:2]1[c:3]([CH:9]2[N:10]([CH:37]3[CH:38]([NH:43][S:44](=[O:45])(=[O:46])[CH3:47])[CH2:39][CH2:40][CH2:41][CH2:42]3)[C:11](=[O:36])[c:12]3[cH:13][cH:14][cH:15][cH:16][c:17]3[CH:18]2[C:19](=[O:20])[NH:21][O:22][CH2:23][c:24]2[cH:25][cH:26][c:27]3[c:28]([n:29]2)[CH2:30][O:31][C:32]([CH3:34])([CH3:35])[O:33]3)[cH:4][cH:5][c:6]([Cl:8])[cH:7]1.[ClH:48].[Na+:53]>>[Cl:1][c:2]1[c:3]([CH:9]2[N:10]([CH:37]3[CH:38]([NH:43][S:44](=[O:45])(=[O:46])[CH3:47])[CH2:39][CH2:40][CH2:41][CH2:42]3)[C:11](=[O:36])[c:12]3[cH:13][cH:14][cH:15][cH:16][c:17]3[CH:18]2[C:19](=[O:20])[NH:21][O:22][CH2:23][c:24]2[cH:25][cH:26][c:27]([OH:33])[c:28]([CH2:30][OH:31])[n:29]2)[cH:4][cH:5][c:6]([Cl:8])[cH:7]1. The reactants are O.[OH-].[Li+] (lithium hydroxide monohydrate), O (water), COC(=O)C1=CN(C2=CC=CC=C12)C=1C2=C(N=CN1)N(C=C2)C (3-methoxycarbonyl-1-(7-methyl-7H-pyrrolo[2,3-d]pyrimidin-4-yl)-1H-indole). The solvent is O1CCCC1 (tetrahydrofuran). Conditions: temperature 20 celsius, time 24 hour. Product: C(=O)(O)C1=CN(C2=CC=CC=C12)C=1C2=C(N=CN1)N(C=C2)C (3-carboxy-1-(7-methyl-7H-pyrrolo[2,3-d]pyrimidin-4-yl)-1H-indole). Yield: 77.6%. Reaction SMILES: O.[OH-].[Li+].O.C[O:6][C:7]([C:9]1[C:17]2[C:12](=[CH:13][CH:14]=[CH:15][CH:16]=2)[N:11]([C:18]2[C:19]3[CH:26]=[CH:25][N:24]([CH3:27])[C:20]=3[N:21]=[CH:22][N:23]=2)[CH:10]=1)=[O:8]>O1CCCC1>[C:7]([C:9]1[C:17]2[C:12](=[CH:13][CH:14]=[CH:15][CH:16]=2)[N:11]([C:18]2[C:19]3[CH:26]=[CH:25][N:24]([CH3:27])[C:20]=3[N:21]=[CH:22][N:23]=2)[CH:10]=1)([OH:8])=[O:6] |f:0.1.2|. Procedure: 0.629 g (15 mmol) of lithium hydroxide monohydrate and 20 cm3 of water are added to 1.35 g (4.41 mmol) of 3-methoxycarbonyl-1-(7-methyl-7H-pyrrolo[2,3-d]pyrimidin-4-yl)-1H-indole dissolved in 20 cm3 of tetrahydrofuran at a temperature in the region of 20° C. After stirring for 4 hours at the reflux temperature of the solvent and for 24 hours at a temperature in the region of 20° C., the reaction mixture is concentrated to dryness under reduced pressure (2.7 kPa). The residue is taken up in 30 cm...